This data is from the Open Reaction Database (ORD), a public repository of structured organic reaction records. The task is: describe an organic reaction: reactants, conditions, products, and yield Reactants: CN(C(=S)Cl)C (dimethylthiocarbamoyl chloride), [H-].[Na+] (sodium hydride), OC1=C(C(=O)C2=C(C#N)C=CC=C2)C=CC=C1 (2-(2-hydroxybenzoyl)benzonitrile), ice water. Solvent: O1CCCC1 (tetrahydrofuran), O1CCCC1 (tetrahydrofuran). Conditions: temperature 50 celsius, time 1 hour. The product is CN(C(OC1=C(C=CC=C1)C(C1=C(C=CC=C1)C#N)=O)=S)C (O-2-(2-cyanobenzoyl)phenyl dimethylthiocarbamate). Isolated yield 64.4%. As a reaction SMILES: [H-].[Na+].[OH:3][C:4]1[CH:19]=[CH:18][CH:17]=[CH:16][C:5]=1[C:6]([C:8]1[CH:15]=[CH:14][CH:13]=[CH:12][C:9]=1[C:10]#[N:11])=[O:7].[CH3:20][N:21]([CH3:25])[C:22](Cl)=[S:23]>O1CCCC1>[CH3:20][N:21]([CH3:25])[C:22](=[S:23])[O:3][C:4]1[CH:19]=[CH:18][CH:17]=[CH:16][C:5]=1[C:6](=[O:7])[C:8]1[CH:15]=[CH:14][CH:13]=[CH:12][C:9]=1[C:10]#[N:11] |f:0.1|. Reported procedure: 1 g (0.041 mol) of sodium hydride is added in small amounts to a solution of 6.7 g (0.030 mol) of the 2-(2-hydroxybenzoyl)benzonitrile obtained in Preparation VIIIc in 200 ml of tetrahydrofuran. The mixture obtained is stirred for 1 hour at 50° C. The reaction medium is cooled to room temperature and a solution of 4.6 g (0.037 mol) of dimethylthiocarbamoyl chloride in 50 ml of tetrahydrofuran is added. The mixture obtained is stirred for 3 hours at room temperature and then hydrolyzed with an ic... The reactants are CC(C)(C)OC(=O)NC1CCN(CCO)CC1, C[P+](C)(C)CC#N, CCN(C(C)C)C(C)C, Cl, [I-], OC1CCCNC1. Product: CC(C)(C)OC(=O)NC1CCN(CCN2CCCC(O)C2)CC1. As a reaction SMILES: [C:1]([CH3:2])([CH3:3])([CH3:4])[O:5][C:6]([NH:7][CH:8]1[CH2:9][CH2:10][N:11]([CH2:14][CH2:15][OH:16])[CH2:12][CH2:13]1)=[O:17].[C:36]([CH2:37][P+:38]([CH3:39])([CH3:40])[CH3:41])#[N:42].[CH:26]([N:27]([CH2:28][CH3:29])[CH:30]([CH3:31])[CH3:32])([CH3:33])[CH3:34].[ClH:18].[I-:35].[OH:19][CH:20]1[CH2:21][NH:22][CH2:23][CH2:24][CH2:25]1>>[C:1]([CH3:2])([CH3:3])([CH3:4])[O:5][C:6]([NH:7][CH:8]1[CH2:9][CH2:10][N:11]([CH2:14][CH2:15][N:22]2[CH2:21][CH:20]([OH:19])[CH2:25][CH2:24][CH2:23]2)[CH2:12][CH2:13]1)=[O:17]. Starting materials: [BH4-], CC(C)(C)OC(=O)N1CC(CCC2CCCCC2)OCC1C(O)C(Cc1ccccc1)[N+](=O)[O-], CO, Cl[Ni]Cl, [Na+]. Yields the product CC(C)(C)OC(=O)N1CC(CCC2CCCCC2)OCC1C(O)C(N)Cc1ccccc1. As a reaction SMILES: [BH4-:35].[C:1]([CH3:2])([CH3:3])([CH3:4])[O:5][C:6](=[O:7])[N:8]1[CH2:9][CH:10]([CH2:27][CH2:28][CH:29]2[CH2:30][CH2:31][CH2:32][CH2:33][CH2:34]2)[O:11][CH2:12][CH:13]1[CH:14]([CH:15]([CH2:16][c:17]1[cH:18][cH:19][cH:20][cH:21][cH:22]1)[N+:23]([O-:24])=[O:25])[OH:26].[CH3:37][OH:38].[Cl:39][Ni:40][Cl:41].[Na+:36]>>[C:1]([CH3:2])([CH3:3])([CH3:4])[O:5][C:6](=[O:7])[N:8]1[CH2:9][CH:10]([CH2:27][CH2:28][CH:29]2[CH2:30][CH2:31][CH2:32][CH2:33][CH2:34]2)[O:11][CH2:12][CH:13]1[CH:14]([CH:15]([CH2:16][c:17]1[cH:18][cH:19][cH:20][cH:21][cH:22]1)[NH2:23])[OH:26]. The reactants are CCOC(C)=O, Cc1oc2c(C)c(C)c(N)c(C)c2c1-c1ccccc1, CCCCCC, O=C(Cl)c1ccc(F)cc1. The product is Cc1oc2c(C)c(C)c(NC(=O)c3ccc(F)cc3)c(C)c2c1-c1ccccc1. As a reaction SMILES: [C:37]([O:38][CH2:39][CH3:40])(=[O:41])[CH3:42].[CH3:1][c:2]1[o:3][c:4]2[c:5]([c:6]1-[c:7]1[cH:8][cH:9][cH:10][cH:11][cH:12]1)[c:13]([CH3:20])[c:14]([NH2:19])[c:15]([CH3:18])[c:16]2[CH3:17].[CH3:31][CH2:32][CH2:33][CH2:34][CH2:35][CH3:36].[F:21][c:22]1[cH:23][cH:24][c:25]([C:26](=[O:27])[Cl:28])[cH:29][cH:30]1>>[CH3:1][c:2]1[o:3][c:4]2[c:5]([c:6]1-[c:7]1[cH:8][cH:9][cH:10][cH:11][cH:12]1)[c:13]([CH3:20])[c:14]([NH:19][C:26]([c:25]1[cH:24][cH:23][c:22]([F:21])[cH:30][cH:29]1)=[O:27])[c:15]([CH3:18])[c:16]2[CH3:17]. Starting materials: S1C(=NC2=NC=CC=C21)S (thiazolo[4,5-b]pyridine-2-thiol), [OH-].[Na+] (sodium hydroxide), Cl (hydrochloric acid), ethyl acetate hexanes, ClC(F)F (chlorodifluoromethane). Conditions: temperature 70 celsius. Solvent: O1CCOCC1 (dioxane), O (water). Yield: 33.0%. RXN SMILES: [S:1]1[C:9]2[C:4](=[N:5][CH:6]=[CH:7][CH:8]=2)[N:3]=[C:2]1[SH:10].[OH-].[Na+].Cl[CH:14]([F:16])[F:15].Cl>O1CCOCC1.O>[F:15][CH:14]([F:16])[S:10][C:2]1[S:1][C:9]2[C:4]([N:3]=1)=[N:5][CH:6]=[CH:7][CH:8]=2 |f:1.2|. Yields the product FC(SC=1SC=2C(=NC=CC2)N1)F (2-[(Difluoromethyl)thio]thiazolo[4,5-b]pyridine). Procedure: A solution of thiazolo[4,5-b]pyridine-2-thiol (2.0 g, 12 mmol) in dioxane is treated with a solution of sodium hydroxide (4.8 g, 120 mmol) in water, heated to 70° C., treated with a steady stream of chlorodifluoromethane for 75 minutes, and poured onto ice. The resultant aqueous mixture is acidified with concentrated hydrochloric acid and extracted with dichloromethane. The organic extract is dried over anhydrous sodium sulfate and concentrated in vacuo to obtain a residue. Column chromatography... The reactants are [O-][Br+2]([O-])[O-], CCOC(C)=O, COC(=O)c1cc(C)cc(C(C)(C)C#N)c1, [Na+], [Na+], O, O=S(=O)([O-])O. Product: COC(=O)c1cc(CBr)cc(C(C)(C)C#N)c1. RXN SMILES: [Br+2:1]([O-:2])([O-:3])[O-:4].[CH3:29][CH2:30][O:31][C:32](=[O:33])[CH3:34].[CH3:6][O:7][C:8]([c:9]1[cH:10][c:11]([C:16]([CH3:17])([CH3:18])[C:19]#[N:20])[cH:12][c:13]([CH3:15])[cH:14]1)=[O:21].[Na+:27].[Na+:5].[OH2:28].[S:22]([O-:23])([OH:24])(=[O:25])=[O:26]>>[Br:1][CH2:15][c:13]1[cH:12][c:11]([C:16]([CH3:17])([CH3:18])[C:19]#[N:20])[cH:10][c:9]([C:8]([O:7][CH3:6])=[O:21])[cH:14]1.